This data is from the Open Reaction Database (ORD), a public repository of structured organic reaction records. The task is: describe an organic reaction: reactants, conditions, products, and yield Isolated yield 48.0%. Starting materials: C(C)(C)(C)OC(=O)N1CCC(CC1)OC=1C=C(C(=O)O)C=CC1OC (3-(1-tert-butoxycarbonylpiperidin-4-yloxy)-4-methoxybenzoic acid), NC=1C=C(C=CC1C)NC(C1=CC(=CC=C1)N1CCOCC1)=O (N-(3-amino-4-methylphenyl)-3-morpholinobenzamide). Product: CC1=C(C=C(C=C1)NC(C1=CC(=CC=C1)N1CCOCC1)=O)NC(C1=CC(=C(C=C1)OC)OC1CCN(CC1)C(=O)OC(C)(C)C)=O (N-[2-methyl-5-(3-morpholinobenzamido)phenyl]-3-(1-tert-butoxycarbonylpiperidin-4-yloxy)-4-methoxybenzamide). Reported procedure: Using an analogous procedure to that described in Example 25, 3-(1-tert-butoxycarbonylpiperidin-4-yloxy)-4-methoxybenzoic acid was reacted with N-(3-amino-4-methylphenyl)-3-morpholinobenzamide to give N-[2-methyl-5-(3-morpholinobenzamido)phenyl]-3-(1-tert-butoxycarbonylpiperidin-4-yloxy)-4-methoxybenzamide in 48% yield and that product was treated with trifluoroacetic acid. The reaction mixture was evaporated, water (40 ml) was added to the residue and the mixture was basified by the addition of... Reaction SMILES: [C:1]([O:5][C:6]([N:8]1[CH2:13][CH2:12][CH:11]([O:14][C:15]2[CH:16]=[C:17]([CH:21]=[CH:22][C:23]=2[O:24][CH3:25])[C:18](O)=[O:19])[CH2:10][CH2:9]1)=[O:7])([CH3:4])([CH3:3])[CH3:2].[NH2:26][C:27]1[CH:28]=[C:29]([NH:34][C:35](=[O:48])[C:36]2[CH:41]=[CH:40][CH:39]=[C:38]([N:42]3[CH2:47][CH2:46][O:45][CH2:44][CH2:43]3)[CH:37]=2)[CH:30]=[CH:31][C:32]=1[CH3:33]>>[CH3:33][C:32]1[CH:31]=[CH:30][C:29]([NH:34][C:35](=[O:48])[C:36]2[CH:41]=[CH:40][CH:39]=[C:38]([N:42]3[CH2:43][CH2:44][O:45][CH2:46][CH2:47]3)[CH:37]=2)=[CH:28][C:27]=1[NH:26][C:18](=[O:19])[C:17]1[CH:21]=[CH:22][C:23]([O:24][CH3:25])=[C:15]([O:14][CH:11]2[CH2:12][CH2:13][N:8]([C:6]([O:5][C:1]([CH3:3])([CH3:2])[CH3:4])=[O:7])[CH2:9][CH2:10]2)[CH:16]=1.